This data is from the Open Reaction Database (ORD), a public repository of structured organic reaction records. The task is: describe an organic reaction: reactants, conditions, products, and yield Reactants: C(Cl)Cl.C(O)([O-])=O.[Na+] (methylene chloride sodium hydrogen carbonate), COCN1C2=C(SC3=C1C=C(C=C3)CO)N=CC=N2 (10-methoxymethyl-10H-pyrazino[2,3-b][1,4]benzothiazine-8-methanol), N1=CC=CC=C1 (pyridine), CS(=O)(=O)Cl (methanesulfonyl chloride). Run in CN(C=O)C (N,N-dimethylformamide). Run at time 1 hour. The product is ClCC=1C=CC2=C(N(C3=C(S2)N=CC=N3)COC)C1 (8-Chloromethyl-10-methoxymethyl-10H-pyrazino[2,3-b][1,4]benzothiazine). RXN SMILES: [CH3:1][O:2][CH2:3][N:4]1[C:9]2[CH:10]=[C:11]([CH2:14]O)[CH:12]=[CH:13][C:8]=2[S:7][C:6]2[N:16]=[CH:17][CH:18]=[N:19][C:5]1=2.N1C=CC=CC=1.CS([Cl:30])(=O)=O.C(Cl)Cl.C(=O)([O-])O.[Na+]>CN(C)C=O>[Cl:30][CH2:14][C:11]1[CH:12]=[CH:13][C:8]2[S:7][C:6]3[N:16]=[CH:17][CH:18]=[N:19][C:5]=3[N:4]([CH2:3][O:2][CH3:1])[C:9]=2[CH:10]=1 |f:3.4.5|. Procedure: Into a solution of 19 g of 10-methoxymethyl-10H-pyrazino[2,3-b][1,4]benzothiazine-8-methanol and 13.9 ml of pyridine in N,N-dimethylformamide (150 ml) was added dropwise under a nitrogen atmosphere 13.3 ml of methanesulfonyl chloride at 0° C. Then the reaction mixture was stirred at room temperature for 1 hour and then poured into a pre-cooled aqueous solution of methylene chloride/sodium hydrogen carbonate. Then it was extracted with ethyl acetate, washed with water and dried over anhydrous sod...